This data is from the Open Reaction Database (ORD), a public repository of structured organic reaction records. The task is: describe an organic reaction: reactants, conditions, products, and yield Reactants: BrCC1=C(C=CC=C1Cl)Cl (2-(bromomethyl)-1,3-dichlorobenzene), NC=1SC2=C(N1)C=CC(=C2)O (2-amino-1,3-benzothiazol-6-ol), aqueous solution, [OH-].[Na+] (sodium hydroxide), C(O)([O-])=O.[Na+] (sodium hydrogen carbonate). Run in C(C)(=O)O (acetic acid). Conditions: temperature 20 celsius, time 24 hour. The product is ClC1=C(COC2=CC3=C(N=C(S3)N)C=C2)C(=CC=C1)Cl (6-[(2,6-dichlorobenzyl)oxy]-1,3-benzothiazol-2-amine). Yield: 17.9%. As a reaction SMILES: Br[CH2:2][C:3]1[C:8]([Cl:9])=[CH:7][CH:6]=[CH:5][C:4]=1[Cl:10].[NH2:11][C:12]1[S:13][C:14]2[CH:20]=[C:19]([OH:21])[CH:18]=[CH:17][C:15]=2[N:16]=1.[OH-].[Na+].C(=O)([O-])O.[Na+]>C(O)(=O)C>[Cl:10][C:4]1[CH:5]=[CH:6][CH:7]=[C:8]([Cl:9])[C:3]=1[CH2:2][O:21][C:19]1[CH:18]=[CH:17][C:15]2[N:16]=[C:12]([NH2:11])[S:13][C:14]=2[CH:20]=1 |f:2.3,4.5|. Reported procedure: add 289 mg of 2-(bromomethyl)-1,3-dichlorobenzene to a solution of 200 mg of 2-amino-1,3-benzothiazol-6-ol in 12.1 cm3 of a 0.1N aqueous solution of sodium hydroxide. The suspension obtained is stirred for 24 hours at about 20° C. The pH is then adjusted to the range 4-5 by adding glacial acetic acid then to 6-7 by adding solid sodium hydrogen carbonate. The mixture obtained is extracted 3 times with 40 cm3 of dichloromethane. The organic phases are combined, dried over magnesium sulphate, treat... Starting materials: ClC=1C=C(C=CC1Cl)[N+](=O)[O-] (3,4-dichloro-nitro benzene), CS(=O)C (dimethylsulfoxide), C1=CC=CC=C1 (benzene), [F-].[K+] (potassium fluoride). Solvent: O (water). Run at time 2 hour. Yields the product ClC=1C=C(C=CC1F)[N+](=O)[O-] (3-chloro-4-fluoro-nitrobenzene). The yield is 63.4%. Reaction SMILES: [Cl:1][C:2]1[CH:3]=[C:4]([N+:9]([O-:11])=[O:10])[CH:5]=[CH:6][C:7]=1Cl.CS(C)=O.C1C=CC=CC=1.[F-:22].[K+]>O>[Cl:1][C:2]1[CH:3]=[C:4]([N+:9]([O-:11])=[O:10])[CH:5]=[CH:6][C:7]=1[F:22] |f:3.4|. Procedure: 50 g of 3,4-dichloro-nitro benzene were added to a mixture of 120 ml of dimethylsulfoxide, 80 ml of benzene and 35 g of potassium fluoride and the mixture was stirred at 180°-185° C. for two hours. The water vapor was entrained and the distillate was extracted with isopropyl ether. The combined organic phases were dried and distilled at 40° C. under a pressure of 3 to 4 mm Hg. The residue was rectified at a pressure of 15 mm Hg to obtain 29 g of 3-chloro-4-fluoro-nitrobenzene melting at 41° to 4... The reactants are COc1c(CO)ccc(C(C)(C)C)c1CO[SiH](C)C, ClCCl. Product: COc1c(C=O)ccc(C(C)(C)C)c1CO[SiH](C)C. As a reaction SMILES: [C:1]([CH3:2])([CH3:3])([CH3:4])[c:5]1[c:6]([CH2:15][O:16][SiH:17]([CH3:18])[CH3:19])[c:7]([O:13][CH3:14])[c:8]([CH2:11][OH:12])[cH:9][cH:10]1.[CH2:20]([Cl:21])[Cl:22]>>[C:1]([CH3:2])([CH3:3])([CH3:4])[c:5]1[c:6]([CH2:15][O:16][SiH:17]([CH3:18])[CH3:19])[c:7]([O:13][CH3:14])[c:8]([CH:11]=[O:12])[cH:9][cH:10]1.